From a dataset of the Open Reaction Database (ORD), a public repository of structured organic reaction records. describe an organic reaction: reactants, conditions, products, and yield Starting materials: C(C)(C)(C)OC(=O)N1C[C@@H]2CC=3N(C=4C=CC=CC4C3C=3C(OC(C3C3=CN(C4=CC=CC=C34)C)=O)=O)C[C@@H]2C1 (cis-3-[2-(tertbutoxycarbonyl)-2,3,3a,4,11,11a-hexahydro-1H-pyrrolo[3',4':4,5]-pyrido[1,2-a]indol-10-yl]-4-(1-methyl-3-indolyl)furan-2,5-dione), FC(C(=O)O)(F)F (trifluoroacetic acid). The solvent is ClCCl (dichloromethane). Product: FC(C(=O)O)(F)F.C1NC[C@@H]2[C@H]1CC=1N(C=3C=CC=CC3C1C=1C(OC(C1C1=CN(C3=CC=CC=C13)C)=O)=O)C2 (cis-3-[2,3,3a,4,11, 11a-hexahydro-1H-pyrrolo[3',4':4,5]pyrido[1,2-a]indol-10-yl]-4-(1-methyl-3-indolyl)furan-2,5-dione trifluoroacetate). As a reaction SMILES: C(OC([N:8]1[CH2:40][C@@H:39]2[C@@H:10]([CH2:11][C:12]3[N:13]([CH2:38]2)[C:14]2[CH:15]=[CH:16][CH:17]=[CH:18][C:19]=2[C:20]=3[C:21]2[C:22](=[O:37])[O:23][C:24](=[O:36])[C:25]=2[C:26]2[C:34]3[C:29](=[CH:30][CH:31]=[CH:32][CH:33]=3)[N:28]([CH3:35])[CH:27]=2)[CH2:9]1)=O)(C)(C)C.[F:41][C:42]([F:47])([F:46])[C:43]([OH:45])=[O:44]>ClCCl>[F:41][C:42]([F:47])([F:46])[C:43]([OH:45])=[O:44].[CH2:9]1[C@@H:10]2[CH2:11][C:12]3[N:13]([CH2:38][C@@H:39]2[CH2:40][NH:8]1)[C:14]1[CH:15]=[CH:16][CH:17]=[CH:18][C:19]=1[C:20]=3[C:21]1[C:22](=[O:37])[O:23][C:24](=[O:36])[C:25]=1[C:26]1[C:34]2[C:29](=[CH:30][CH:31]=[CH:32][CH:33]=2)[N:28]([CH3:35])[CH:27]=1 |f:3.4|. Procedure: A stirred solution of 5 g of cis-3-[2-(tertbutoxycarbonyl)-2,3,3a,4,11,11a-hexahydro-1H-pyrrolo[3',4':4,5]-pyrido[1,2-a]indol-10-yl]-4-(1-methyl-3-indolyl)furan-2,5-dione [prepared as described in Example 5(viii)] in 200 ml of dichloromethane was treated with 30 ml of trifluoroacetic acid. After 0.5 hour the solvent was removed under reduced pressure and the residue was purified by chromatography on silica gel using dichloromethane/methanol/acetic acid/water (90:18:3:2) for the elution. Removal ...